This data is from the Open Reaction Database (ORD), a public repository of structured organic reaction records. The task is: describe an organic reaction: reactants, conditions, products, and yield The reactants are COC(=O)C1=C(N=C(S1)N1C=NC2=C1C=C(C(=C2)OC)OC)Br (4-bromo-2-(5,6-dimethoxy-benzoimidazol-1-yl)-thiazole-5-carboxylic acid methyl ester), CN1C=CC2=CC(=CC=C12)B(O)O (N-methylindole-5-boronic acid). Product: COC1=CC2=C(N(C=N2)C=2SC(=C(N2)C=2C=C3C=CN(C3=CC2)C)C(=O)O)C=C1OC (2-(5,6-Dimethoxy-benzoimidazol-1-yl)-4-(1-methyl-1H-indol-5-yl)-thiazole-5-carboxylic acid). Yield: 11.7%. As a reaction SMILES: C[O:2][C:3]([C:5]1[S:9][C:8]([N:10]2[C:14]3[CH:15]=[C:16]([O:21][CH3:22])[C:17]([O:19][CH3:20])=[CH:18][C:13]=3[N:12]=[CH:11]2)=[N:7][C:6]=1Br)=[O:4].[CH3:24][N:25]1[C:33]2[C:28](=[CH:29][C:30](B(O)O)=[CH:31][CH:32]=2)[CH:27]=[CH:26]1>>[CH3:20][O:19][C:17]1[C:16]([O:21][CH3:22])=[CH:15][C:14]2[N:10]([C:8]3[S:9][C:5]([C:3]([OH:2])=[O:4])=[C:6]([C:30]4[CH:29]=[C:28]5[C:33](=[CH:32][CH:31]=4)[N:25]([CH3:24])[CH:26]=[CH:27]5)[N:7]=3)[CH:11]=[N:12][C:13]=2[CH:18]=1. Procedure: In a similar manner as described for Example 26, 4-bromo-2-(5,6-dimethoxy-benzoimidazol-1-yl)-thiazole-5-carboxylic acid methyl ester (40 mg, 0.1 mmol) and N-methylindole-5-boronic acid (26.2 mg, 0.15 mmol) gave 2-(5,6-Dimethoxy-benzoimidazol-1-yl)-4-(1-methyl-1H-indol-5-yl)-thiazole-5-carboxylic acid (5.1 mg, 12%) as a white solid. MS 435 m/z (M+1). Starting materials: C1(CC1)B(O)O (Cyclopropylboronic acid), C([O-])([O-])=O.[Na+].[Na+] (sodium carbonate), C1(CCCCC1)P(C1=C(C=CC=C1)C1=C(C=CC=C1OC)OC)C1CCCCC1 (dicyclohexyl(2′,6′-dimethoxybiphenyl-2-yl)phosphine), BrC1=C(C(=C(C=O)C=C1)F)F (4-bromo-2,3-difluorobenzaldehyde). Reagents/catalysts: C=1C=CC(=CC1)/C=C/C(=O)/C=C/C2=CC=CC=C2.C=1C=CC(=CC1)/C=C/C(=O)/C=C/C2=CC=CC=C2.C=1C=CC(=CC1)/C=C/C(=O)/C=C/C2=CC=CC=C2.[Pd].[Pd] (tris(dibenzylideneacetone)dipalladium(0)). Run in C1(=CC=CC=C1)C (toluene), O (Water). Reaction conditions: time 15 hour. The product is C1(CC1)C1=C(C(=C(C=O)C=C1)F)F (4-Cyclopropyl-2,3-difluorobenzaldehyde). The yield is 87.0%. RXN SMILES: [CH:1]1(B(O)O)[CH2:3][CH2:2]1.C(=O)([O-])[O-].[Na+].[Na+].C1(P(C2CCCCC2)C2C=CC=CC=2C2C(OC)=CC=CC=2OC)CCCCC1.Br[C:43]1[CH:50]=[CH:49][C:46]([CH:47]=[O:48])=[C:45]([F:51])[C:44]=1[F:52]>C1C=CC(/C=C/C(/C=C/C2C=CC=CC=2)=O)=CC=1.C1C=CC(/C=C/C(/C=C/C2C=CC=CC=2)=O)=CC=1.C1C=CC(/C=C/C(/C=C/C2C=CC=CC=2)=O)=CC=1.[Pd].[Pd].O.C1(C)C=CC=CC=1>[CH:1]1([C:43]2[CH:50]=[CH:49][C:46]([CH:47]=[O:48])=[C:45]([F:51])[C:44]=2[F:52])[CH2:3][CH2:2]1 |f:1.2.3,6.7.8.9.10|. Procedure: Cyclopropylboronic acid (1.77 g), a 2 M aqueous sodium carbonate solution (21 mL), tris(dibenzylideneacetone)dipalladium(0) (0.882 g), and dicyclohexyl(2′,6′-dimethoxybiphenyl-2-yl)phosphine (0.847 g) were added at room temperature to a toluene (70 mL) solution of 4-bromo-2,3-difluorobenzaldehyde (3.04 g), and the mixture was stirred at 100 C for 15 hours in an argon atmosphere. Water was added to the reaction mixture at room temperature, and the mixture was filtered through celite. Then, the fi... Starting materials: CCOC(=O)COc1cc(C(=O)NC(CCC(=O)OC(C)(C)C)C(=O)N2CCN(C(=O)OCC)CC2)nn1-c1cccc(OC)c1, Cc1ccccc1, ClCCl, O=C(O)C(F)(F)F. The product is CCOC(=O)COc1cc(C(=O)NC(CCC(=O)O)C(=O)N2CCN(C(=O)OCC)CC2)nn1-c1cccc(OC)c1. Reaction SMILES: [CH2:1]([CH3:2])[O:3][C:4](=[O:5])[N:6]1[CH2:7][CH2:8][N:9]([C:12]([CH:13]([CH2:14][CH2:15][C:16](=[O:17])[O:18][C:19]([CH3:20])([CH3:21])[CH3:22])[NH:23][C:24](=[O:25])[c:26]2[n:27][n:28](-[c:38]3[cH:39][c:40]([O:44][CH3:45])[cH:41][cH:42][cH:43]3)[c:29]([O:31][CH2:32][C:33](=[O:34])[O:35][CH2:36][CH3:37])[cH:30]2)=[O:46])[CH2:10][CH2:11]1.[CH3:47][c:48]1[cH:49][cH:50][cH:51][cH:52][cH:53]1.[Cl:54][CH2:55][Cl:56].[F:57][C:58]([F:59])([F:60])[C:61]([OH:62])=[O:63]>>[CH2:1]([CH3:2])[O:3][C:4](=[O:5])[N:6]1[CH2:7][CH2:8][N:9]([C:12]([CH:13]([CH2:14][CH2:15][C:16](=[O:17])[OH:18])[NH:23][C:24](=[O:25])[c:26]2[n:27][n:28](-[c:38]3[cH:39][c:40]([O:44][CH3:45])[cH:41][cH:42][cH:43]3)[c:29]([O:31][CH2:32][C:33](=[O:34])[O:35][CH2:36][CH3:37])[cH:30]2)=[O:46])[CH2:10][CH2:11]1.